This data is from the Open Reaction Database (ORD), a public repository of structured organic reaction records. The task is: describe an organic reaction: reactants, conditions, products, and yield Reactants: CCOC(=O)C1(COc2ccc(-c3ccc(F)cc3)cc2)CCNC1, O=C(Cl)C1CCCC1. Product: CCOC(=O)C1(COc2ccc(-c3ccc(F)cc3)cc2)CCN(C(=O)C2CCCC2)C1. As a reaction SMILES: [CH2:9]([CH3:10])[O:11][C:12](=[O:13])[C:14]1([CH2:19][O:20][c:21]2[cH:22][cH:23][c:24](-[c:27]3[cH:28][cH:29][c:30]([F:33])[cH:31][cH:32]3)[cH:25][cH:26]2)[CH2:15][NH:16][CH2:17][CH2:18]1.[CH:1]1([C:6](=[O:7])[Cl:8])[CH2:2][CH2:3][CH2:4][CH2:5]1>>[CH:1]1([C:6](=[O:7])[N:16]2[CH2:15][C:14]([C:12]([O:11][CH2:9][CH3:10])=[O:13])([CH2:19][O:20][c:21]3[cH:22][cH:23][c:24](-[c:27]4[cH:28][cH:29][c:30]([F:33])[cH:31][cH:32]4)[cH:25][cH:26]3)[CH2:18][CH2:17]2)[CH2:2][CH2:3][CH2:4][CH2:5]1.